Dataset: the Open Reaction Database (ORD), a public repository of structured organic reaction records. Task: describe an organic reaction: reactants, conditions, products, and yield Starting materials: FC1=CC=CC(=N1)O[C@H](C)C1=NC(=NC=C1)N ((R)-4-(1-(6-fluoro-pyridin-2-yloxy)ethyl)pyrimidin-2-amine), C[S-].[Na+] (sodium methanethiolate). Run in CS(=O)C (dimethylsulfoxide). Run at temperature 140 celsius, time 5 minute. The product is CSC=1C(=NC=CC1)OC(C)C1=NC(=NC=C1)N (4-(1-(3-(methylthio)pyridin-2-yloxy)ethyl)pyrimidin-2-amine). Isolated yield 51.9%. As a reaction SMILES: F[C:2]1[N:7]=[C:6]([O:8][C@@H:9]([C:11]2[CH:16]=[CH:15][N:14]=[C:13]([NH2:17])[N:12]=2)[CH3:10])[CH:5]=[CH:4][CH:3]=1.[CH3:18][S-:19].[Na+]>CS(C)=O>[CH3:18][S:19][C:5]1[C:6]([O:8][CH:9]([C:11]2[CH:16]=[CH:15][N:14]=[C:13]([NH2:17])[N:12]=2)[CH3:10])=[N:7][CH:2]=[CH:3][CH:4]=1 |f:1.2|. Procedure details: To a solution of (R)-4-(1-(6-fluoro-pyridin-2-yloxy)ethyl)pyrimidin-2-amine (389 mg) (prepared as described for (R)-4-(1-(6-fluoro-pyridin-2-yloxy)ethyl)pyrimidin-2-amine but starting from 1-(2-aminopyrimidin-4-yl)ethanol) in dry dimethylsulfoxide (10 mL) was added sodium methanethiolate (582 mg) the solution was stirred for 5 min and then heated with microwave irradiation at 140° C. for 300 sec. The resulting mixture was quenched into water (300 mL) the resulting solid was filtered and washed w... The reactants are N#CC1(NC(=O)C2CC(S(=O)(=O)c3ccccc3Cl)CN2)CC1, C1CCOC1, CCN(C(C)C)C(C)C, Cl, O=S(=O)(OCC(F)F)C(F)(F)F. The product is N#CC1(NC(=O)C2CC(S(=O)(=O)c3ccccc3Cl)CN2CC(F)F)CC1. RXN SMILES: [C:2](#[N:3])[C:4]1([NH:7][C:8](=[O:9])[CH:10]2[NH:11][CH2:12][CH:13]([S:15](=[O:16])(=[O:17])[c:18]3[c:19]([Cl:24])[cH:20][cH:21][cH:22][cH:23]3)[CH2:14]2)[CH2:5][CH2:6]1.[CH2:46]1[O:47][CH2:48][CH2:49][CH2:50]1.[CH:25]([N:26]([CH:27]([CH3:28])[CH3:29])[CH2:30][CH3:31])([CH3:32])[CH3:33].[ClH:1].[S:34]([O:35][CH2:42][CH:43]([F:44])[F:45])([C:36]([F:37])([F:38])[F:39])(=[O:40])=[O:41]>>[C:2](#[N:3])[C:4]1([NH:7][C:8](=[O:9])[CH:10]2[N:11]([CH2:42][CH:43]([F:44])[F:45])[CH2:12][CH:13]([S:15](=[O:16])(=[O:17])[c:18]3[c:19]([Cl:24])[cH:20][cH:21][cH:22][cH:23]3)[CH2:14]2)[CH2:5][CH2:6]1. Starting materials: C(C1=CC=CC=C1)OC1=CC=C2C(=NN(C2=C1)C1OCCCC1)C(C)O (1-(6-(Benzyloxy)-1-(tetrahydro-2H-pyran-2-yl)-indazol-3-yl) ethanol), O (Water), [H-].[Na+] (sodium hydride), CI (methyl iodide). Solvent: CN(C)C=O (DMF). Conditions: time 5 minute. Product: C(C1=CC=CC=C1)OC1=CC=C2C(=NN(C2=C1)C1OCCCC1)C(C)OC (6-(Benzyloxy)-3-(1-methoxyethyl)-1-(tetrahydro-2H-pyran-2-yl)-indazole). RXN SMILES: [CH2:1]([O:8][C:9]1[CH:17]=[C:16]2[C:12]([C:13]([CH:24]([OH:26])[CH3:25])=[N:14][N:15]2[CH:18]2[CH2:23][CH2:22][CH2:21][CH2:20][O:19]2)=[CH:11][CH:10]=1)[C:2]1[CH:7]=[CH:6][CH:5]=[CH:4][CH:3]=1.[H-].[Na+].[CH3:29]I.O>CN(C=O)C>[CH2:1]([O:8][C:9]1[CH:17]=[C:16]2[C:12]([C:13]([CH:24]([O:26][CH3:29])[CH3:25])=[N:14][N:15]2[CH:18]2[CH2:23][CH2:22][CH2:21][CH2:20][O:19]2)=[CH:11][CH:10]=1)[C:2]1[CH:7]=[CH:6][CH:5]=[CH:4][CH:3]=1 |f:1.2|. Procedure details: 1-(6-(Benzyloxy)-1-(tetrahydro-2H-pyran-2-yl)-indazol-3-yl) ethanol (10 mg) which can be prepared according to the method described in Reference example 24, etc. was dissolved in dehydrated DMF (0.12 mL; manufactured by Kanto Chemical Co., Inc.), added with sodium hydride-comprising 400 oil (2.0 mg; manufactured by Kanto Chemical Co., Inc.), followed by stirring at room temperature for 5 minutes. To the reaction solution, methyl iodide (4.87 μL; manufactured by Tokyo Chemical Industry, Co., Ltd.... The reactants are CCCS(=O)(=O)NCC#N, CCOc1ccc(O)cc1OCC, [Cl-], [Cl-], Cl, O=[N+]([O-])c1ccccc1, [Zn+2]. Product: CCCS(=O)(=O)NCC(=O)c1cc(OCC)c(OCC)cc1O. Reaction SMILES: [C:15](#[N:16])[CH2:17][NH:18][S:19](=[O:20])(=[O:21])[CH2:22][CH2:23][CH3:24].[CH2:2]([CH3:3])[O:4][c:5]1[cH:6][c:7]([OH:14])[cH:8][cH:9][c:10]1[O:11][CH2:12][CH3:13].[Cl-:34].[Cl-:36].[ClH:1].[O-:25][N+:26]([c:27]1[cH:28][cH:29][cH:30][cH:31][cH:32]1)=[O:33].[Zn+2:35]>>[CH2:2]([CH3:3])[O:4][c:5]1[cH:6][c:7]([OH:14])[c:8]([C:15]([CH2:17][NH:18][S:19](=[O:20])(=[O:21])[CH2:22][CH2:23][CH3:24])=[O:25])[cH:9][c:10]1[O:11][CH2:12][CH3:13].